Dataset: the Open Reaction Database (ORD), a public repository of structured organic reaction records. Task: describe an organic reaction: reactants, conditions, products, and yield Starting materials: ClCCl, CN(Cc1cnc2nc(N)nc(N)c2n1)c1ccc(C(=O)NC(CCC(=O)NCCOCCOCCOCCOCCOCCNC(=O)COc2ccc(-c3[nH]nc4c3C(=O)c3c(NC(=O)NN5CCOCC5)cccc3-4)cc2)C(=O)OC(C)(C)C)cc1. The product is CN(Cc1cnc2nc(N)nc(N)c2n1)c1ccc(C(=O)NC(CCC(=O)NCCOCCOCCOCCOCCOCCNC(=O)COc2ccc(-c3[nH]nc4c3C(=O)c3c(NC(=O)NN5CCOCC5)cccc3-4)cc2)C(=O)O)cc1. RXN SMILES: [Cl:89][CH2:90][Cl:91].[NH2:1][c:2]1[n:3][c:4]2[n:5][cH:6][c:7]([CH2:13][N:14]([c:15]3[cH:16][cH:17][c:18]([C:21](=[O:22])[NH:23][CH:24]([C:25](=[O:26])[O:27][C:28]([CH3:29])([CH3:30])[CH3:31])[CH2:32][CH2:33][C:34]([NH:35][CH2:36][CH2:37][O:38][CH2:39][CH2:40][O:41][CH2:42][CH2:43][O:44][CH2:45][CH2:46][O:47][CH2:48][CH2:49][O:50][CH2:51][CH2:52][NH:53][C:54]([CH2:55][O:56][c:57]4[cH:58][cH:59][c:60](-[c:63]5[c:64]6[c:65]([n:66][nH:67]5)-[c:68]5[cH:69][cH:70][cH:71][c:72]([NH:76][C:77](=[O:78])[NH:79][N:80]7[CH2:81][CH2:82][O:83][CH2:84][CH2:85]7)[c:73]5[C:74]6=[O:75])[cH:61][cH:62]4)=[O:86])=[O:87])[cH:19][cH:20]3)[CH3:88])[n:8][c:9]2[c:10]([NH2:12])[n:11]1>>[NH2:1][c:2]1[n:3][c:4]2[n:5][cH:6][c:7]([CH2:13][N:14]([c:15]3[cH:16][cH:17][c:18]([C:21](=[O:22])[NH:23][CH:24]([C:25](=[O:26])[OH:27])[CH2:32][CH2:33][C:34]([NH:35][CH2:36][CH2:37][O:38][CH2:39][CH2:40][O:41][CH2:42][CH2:43][O:44][CH2:45][CH2:46][O:47][CH2:48][CH2:49][O:50][CH2:51][CH2:52][NH:53][C:54]([CH2:55][O:56][c:57]4[cH:58][cH:59][c:60](-[c:63]5[c:64]6[c:65]([n:66][nH:67]5)-[c:68]5[cH:69][cH:70][cH:71][c:72]([NH:76][C:77](=[O:78])[NH:79][N:80]7[CH2:81][CH2:82][O:83][CH2:84][CH2:85]7)[c:73]5[C:74]6=[O:75])[cH:61][cH:62]4)=[O:86])=[O:87])[cH:19][cH:20]3)[CH3:88])[n:8][c:9]2[c:10]([NH2:12])[n:11]1. The reactants are OOS(=O)[O-].[K+] (OXONE), CSC1=C(C=CC=C1)NC1=C(C=NC=2N1N=CC2C(=O)NS(=O)(=O)CC)C(=O)N2CCC(CC2)C2=CC=CC=C2 (N-[7-(2-Methylthiophenylamino)-6-(4-phenylpiperidine-1-carbonyl)pyrazolo[1,5-a]pyrimidine-3-carbonyl]ethanesulfonamide), C(C)#N (acetonitrile), S(=S)(=O)([O-])[O-].[Na+].[Na+] (sodium thiosulfate). Solvent: O (water). Conditions: temperature 40 celsius, time 1 hour. Yields the product CS(=O)(=O)C1=C(C=CC=C1)NC1=C(C=NC=2N1N=CC2C(=O)NS(=O)(=O)CC)C(=O)N2CCC(CC2)C2=CC=CC=C2 (N-[7-(2-Methanesulfonylphenylamino)-6-(4-phenylpiperidine-1-carbonyl)pyrazolo[1,5-a]pyrimidine-3-carbonyl]ethanesulfonamide). Isolated yield 71.0%. Reaction SMILES: CS[C:3]1[CH:8]=[CH:7][CH:6]=[CH:5][C:4]=1[NH:9][C:10]1[N:15]2[N:16]=[CH:17][C:18]([C:19]([NH:21][S:22]([CH2:25][CH3:26])(=[O:24])=[O:23])=[O:20])=[C:14]2[N:13]=[CH:12][C:11]=1[C:27]([N:29]1[CH2:34][CH2:33][CH:32]([C:35]2[CH:40]=[CH:39][CH:38]=[CH:37][CH:36]=2)[CH2:31][CH2:30]1)=[O:28].OO[S:43]([O-:45])=[O:44].[K+].S([O-])([O-])(=O)=S.[Na+].[Na+].[C:54](#N)C>O>[CH3:54][S:43]([C:3]1[CH:8]=[CH:7][CH:6]=[CH:5][C:4]=1[NH:9][C:10]1[N:15]2[N:16]=[CH:17][C:18]([C:19]([NH:21][S:22]([CH2:25][CH3:26])(=[O:23])=[O:24])=[O:20])=[C:14]2[N:13]=[CH:12][C:11]=1[C:27]([N:29]1[CH2:34][CH2:33][CH:32]([C:35]2[CH:40]=[CH:39][CH:38]=[CH:37][CH:36]=2)[CH2:31][CH2:30]1)=[O:28])(=[O:45])=[O:44] |f:1.2,3.4.5|. Procedure details: N-[7-(2-Methylthiophenylamino)-6-(4-phenylpiperidine-1-carbonyl)pyrazolo[1,5-a]pyrimidine-3-carbonyl]ethanesulfonamide (0.02 g, 0.03 mmol) obtained in Example 45, step 3 was dissolved in acetonitrile (1 mL) and water (0.5 mL), OXONE (0.05 mg, 0.08 mmol) was added, and the mixture was stirred at 40° C. for 1 hr. Aqueous sodium thiosulfate solution was added to the reaction mixture, and the mixture was extracted with chloroform. The organic layer was washed with water, and dried over anhydrous mag... Reactants: ICCC (1-Iodopropane), CCN(C(C)C)C(C)C (DIPEA), CS(=O)C (DMSO), solution, C(CCC)OC1=NC(=C2N=C(N(C2=N1)CCC1CCNCC1)OC)N (2-(butyloxy)-8-(methyloxy)-9-[2-(4-piperidinyl)ethyl]-9H-purin-6-amine), ICCC (1-iodopropane), CCN(C(C)C)C(C)C (DIPEA). The solvent is CN(C)C=O (DMF). Reaction conditions: temperature 50 celsius, time 18 hour. Product: NC1=C2NC(N(C2=NC(=N1)OCCCC)CCC1CCN(CC1)CCC)=O (6-Amino-2-(butyloxy)-9-[2-(1-propyl-4-piperidinyl)ethyl]-7,9-dihydro-8H-purin-8-one). The yield is 13.5%. As a reaction SMILES: I[CH2:2][CH2:3][CH3:4].[CH2:5]([O:9][C:10]1[N:18]=[C:17]2[C:13]([N:14]=[C:15]([O:27]C)[N:16]2[CH2:19][CH2:20][CH:21]2[CH2:26][CH2:25][NH:24][CH2:23][CH2:22]2)=[C:12]([NH2:29])[N:11]=1)[CH2:6][CH2:7][CH3:8].CCN(C(C)C)C(C)C.CS(C)=O>CN(C=O)C>[NH2:29][C:12]1[N:11]=[C:10]([O:9][CH2:5][CH2:6][CH2:7][CH3:8])[N:18]=[C:17]2[C:13]=1[NH:14][C:15](=[O:27])[N:16]2[CH2:19][CH2:20][CH:21]1[CH2:26][CH2:25][N:24]([CH2:2][CH2:3][CH3:4])[CH2:23][CH2:22]1. Reported procedure: 1-Iodopropane (0.1 mmol) was weighed into a vial and an aliquot (0.4 ml, 0.12 mmol) of a solution of 2-(butyloxy)-8-(methyloxy)-9-[2-(4-piperidinyl)ethyl]-9H-purin-6-amine (0.418 g mg, 1.2 mmol) suspended in DMF (4.8 ml) was added to each tube. DIPEA (40 μl, 0.229 mmol) was added finally to each tube, the tube was heated at 50° C. for 18 hours. An additional portion of 1-iodopropane (15 μl) and DIPEA (20 μl) was added to each tube and heating continued for a further 18 hours. DMSO (200 uL) was a... Reactants: CNCC=O, c1ccccc1, O=C=Nc1nc2ccccc2s1. Yields the product CN(CC=O)C(=O)Nc1nc2ccccc2s1. RXN SMILES: [CH3:13][NH:14][CH2:15][CH:16]=[O:17].[cH:18]1[cH:19][cH:20][cH:21][cH:22][cH:23]1.[s:1]1[c:2]([N:10]=[C:11]=[O:12])[n:3][c:4]2[c:5]1[cH:6][cH:7][cH:8][cH:9]2>>[s:1]1[c:2]([NH:10][C:11](=[O:12])[N:14]([CH3:13])[CH2:15][CH:16]=[O:17])[n:3][c:4]2[c:5]1[cH:6][cH:7][cH:8][cH:9]2. The reactants are C(C1=CC=CC=C1)N1CC=2C(=NC=3C=CC=CC3C2O)CCC1 (2-benzyl-11-hydroxy-2,3,4,5-tetrahydro-1H-azepino[4,3-b]quinoline), ClC(=O)OC1=CC=CC=C1 (phenyl chloroformate). Product: C1(=CC=CC=C1)OC(=O)N1CC=2C(=NC=3C=CC=CC3C2O)CCC1 (11-Hydroxy-2,3,4,5-tetrahydro-1H-2-azepino[4,3-b]quinoline-carboxylic acid phenyl ester). Isolated yield 51.0%. RXN SMILES: C([N:8]1[CH2:23][CH2:22][CH2:21][C:11]2=[N:12][C:13]3[CH:14]=[CH:15][CH:16]=[CH:17][C:18]=3[C:19]([OH:20])=[C:10]2[CH2:9]1)C1C=CC=CC=1.Cl[C:25]([O:27][C:28]1[CH:33]=[CH:32][CH:31]=[CH:30][CH:29]=1)=[O:26]>>[C:28]1([O:27][C:25]([N:8]2[CH2:23][CH2:22][CH2:21][C:11]3=[N:12][C:13]4[CH:14]=[CH:15][CH:16]=[CH:17][C:18]=4[C:19]([OH:20])=[C:10]3[CH2:9]2)=[O:26])[CH:33]=[CH:32][CH:31]=[CH:30][CH:29]=1. Reported procedure: 11-Hydroxy-2,3,4,5-tetrahydro-1H-2-azepino[4,3-b]quinoline-carboxylic acid phenyl ester was prepared analogous to Example 101 from 2-benzyl-11-hydroxy-2,3,4,5-tetrahydro-1H-azepino[4,3-b]quinoline and phenyl chloroformate. Yields the product Cn1cc(C(=O)O)c(C(F)F)n1. Reaction SMILES: [F:1][CH:2]([c:3]1[n:4][n:5]([CH3:10])[cH:6][c:7]1[CH:8]=[O:9])[F:11].[Na+:13].[OH-:12].[OH2:16].[OH:14][OH:15]>>[F:1][CH:2]([c:3]1[n:4][n:5]([CH3:10])[cH:6][c:7]1[C:8](=[O:9])[OH:12])[F:11]. The reactants are Cn1cc(C=O)c(C(F)F)n1, [Na+], [OH-], O, OO.